Task: describe an organic reaction: reactants, conditions, products, and yield. Dataset: the Open Reaction Database (ORD), a public repository of structured organic reaction records Product: CN(C)S(=O)(=O)n1cc(CC(C)(C)C)nc1C(F)Cc1ccc(-c2ccccn2)cc1. Reaction SMILES: [CH2:1]([N:2]([S:3]([F:4])([F:5])[F:7])[CH2:6][CH3:8])[CH3:9].[CH2:41]([Cl:42])[Cl:43].[CH3:10][C:11]([CH2:12][c:13]1[n:14][c:15]([CH:24]([CH2:25][c:26]2[cH:27][cH:28][c:29](-[c:32]3[n:33][cH:34][cH:35][cH:36][cH:37]3)[cH:30][cH:31]2)[OH:38])[n:16]([S:18](=[O:19])(=[O:20])[N:21]([CH3:22])[CH3:23])[cH:17]1)([CH3:39])[CH3:40]>>[F:7][CH:24]([c:15]1[n:14][c:13]([CH2:12][C:11]([CH3:10])([CH3:39])[CH3:40])[cH:17][n:16]1[S:18](=[O:19])(=[O:20])[N:21]([CH3:22])[CH3:23])[CH2:25][c:26]1[cH:27][cH:28][c:29](-[c:32]2[n:33][cH:34][cH:35][cH:36][cH:37]2)[cH:30][cH:31]1. Starting materials: CCN(CC)S(F)(F)F, ClCCl, CN(C)S(=O)(=O)n1cc(CC(C)(C)C)nc1C(O)Cc1ccc(-c2ccccn2)cc1. Starting materials: ClC1=C(CCN)C=CC=C1 (2-chlorophenethylamine), [OH-].[Na+] (sodium hydroxide). The reagents and catalysts are [Cu].N1=CC=CC2=CC=CC=C12 (quinoline copper). Product: N1CCC2=CC=CC=C12 (indoline). The yield is 95.7%. RXN SMILES: Cl[C:2]1[CH:10]=[CH:9][CH:8]=[CH:7][C:3]=1[CH2:4][CH2:5][NH2:6].[OH-].[Na+]>[Cu].N1C2C(=CC=CC=2)C=CC=1>[NH:6]1[C:7]2[C:3](=[CH:2][CH:10]=[CH:9][CH:8]=2)[CH2:4][CH2:5]1 |f:1.2,3.4|. Procedure: Into a 100 ml reaction flask equipped with a condenser, a thermometer and a stirrer, 15.56 g (0.1 mol) of 2-chlorophenethylamine, 22.0 g (0.11 mol) of a 20% sodium hydroxide aqueous solution and 0.176 g (0.5 mol %) of quinoline copper were charged, and reacted at 110° C. for 8 hours. The reaction mixture thereby obtained was subjected to liquid separation to separate the aqueous layer from the organic layer. The organic layer was washed with an acid and distilled to obtain 11.4 g of indoline (bo...